From a dataset of the Open Reaction Database (ORD), a public repository of structured organic reaction records. describe an organic reaction: reactants, conditions, products, and yield The reactants are CN(CCN1CCCC1)c1nc2cc([N+](=O)[O-])ccc2o1, CC(=O)O, [Fe]. The product is CN(CCN1CCCC1)c1nc2cc(N)ccc2o1. RXN SMILES: [CH3:1][N:2]([CH2:3][CH2:4][N:5]1[CH2:6][CH2:7][CH2:8][CH2:9]1)[c:10]1[o:11][c:12]2[c:13]([n:14]1)[cH:15][c:16]([N+:19]([O-:20])=[O:21])[cH:17][cH:18]2.[CH3:23][C:24](=[O:25])[OH:26].[Fe:22]>>[CH3:1][N:2]([CH2:3][CH2:4][N:5]1[CH2:6][CH2:7][CH2:8][CH2:9]1)[c:10]1[o:11][c:12]2[c:13]([n:14]1)[cH:15][c:16]([NH2:19])[cH:17][cH:18]2. Starting materials: CSC(C(=O)O)(C)C1=CC=C(C=C1)N1C(C=2C(C1=O)=CC=CC2)=O (α-Methylthio-α-(p-phthalimidophenyl)propionic acid), C(Cl)Cl (methylene chloride), O (water). The reagents and catalysts are [Zn] (zinc), S(=O)(=O)([O-])[O-].[Cu+2] (copper sulfate). Solvent: C(C)(=O)O (acetic acid). Yields the product O=C1N(CC2=CC=CC=C12)C1=CC=C(C=C1)C(C(=O)O)C (α-[p-(1-oxo-2-isoindolinyl)phenyl]propionic acid). Yield: 97.7%. RXN SMILES: CS[C:3]([C:8]1[CH:13]=[CH:12][C:11]([N:14]2[C:18](=O)[C:17]3=[CH:20][CH:21]=[CH:22][CH:23]=[C:16]3[C:15]2=[O:24])=[CH:10][CH:9]=1)([CH3:7])[C:4]([OH:6])=[O:5].C(Cl)Cl.O>C(O)(=O)C.[Zn].S([O-])([O-])(=O)=O.[Cu+2]>[O:24]=[C:15]1[C:16]2[C:17](=[CH:20][CH:21]=[CH:22][CH:23]=2)[CH2:18][N:14]1[C:11]1[CH:12]=[CH:13][C:8]([CH:3]([CH3:7])[C:4]([OH:6])=[O:5])=[CH:9][CH:10]=1 |f:5.6|. Procedure details: α-Methylthio-α-(p-phthalimidophenyl)propionic acid (123 mg), 300 mg of zinc powder and 16 mg of anhydrous copper sulfate were stirred in 1.5 ml of acetic acid at the refluxing temperature for 5 hours. After cooling, 30 ml of methylene chloride and 20 ml of water were added, and the insoluble precipitate was separated by filtration. The filtrate was adjusted to pH 1 with conc. hydrochloric acid, and extracted three times with 20 ml of methylene chloride. The organic layer was washed with 10 ml of... RXN SMILES: C(OC([N:8]1[CH2:14][CH2:13][C:12]2[C:15]([S:20][C:21](=O)N(C)C)=[C:16]([Cl:19])[CH:17]=[CH:18][C:11]=2[CH2:10][CH2:9]1)=O)(C)(C)C.BrC[C:28]1[CH:33]=[CH:32][C:31]([O:34][CH2:35][C:36]([CH3:39])([CH3:38])[CH3:37])=[CH:30][CH:29]=1>>[ClH:19].[Cl:19][C:16]1[CH:17]=[CH:18][C:11]2[CH2:10][CH2:9][NH:8][CH2:14][CH2:13][C:12]=2[C:15]=1[S:20][CH2:21][C:28]1[CH:33]=[CH:32][C:31]([O:34][CH2:35][C:36]([CH3:39])([CH3:38])[CH3:37])=[CH:30][CH:29]=1 |f:2.3|. Reactants: C(C)(C)(C)OC(=O)N1CCC2=C(CC1)C(=C(C=C2)Cl)SC(N(C)C)=O (3-tert-butoxycarbonyl-7-chloro-6-dimethylcarbamoylthio-2,3,4,5-tetrahydro-1H-benzo[d]azepine), BrCC1=CC=C(C=C1)OCC(C)(C)C (1-bromomethyl-4-(2,2-dimethylpropoxy)-benzene). Yields the product Cl.ClC1=C(C2=C(CCNCC2)C=C1)SCC1=CC=C(C=C1)OCC(C)(C)C (7-Chloro-6-[4-(2,2-dimethylpropoxy)-benzylthio]-2,3,4,5-tetrahydro-1H-benzo[d]azepine Hydrochloride). Procedure: Use a method similar to the Preparation 177 to react 3-tert-butoxycarbonyl-7-chloro-6-dimethylcarbamoylthio-2,3,4,5-tetrahydro-1H-benzo[d]azepine and 1-bromomethyl-4-(2,2-dimethylpropoxy)-benzene. Use a method similar to the General Procedure 1-4 to give the title compound as a white solid. MS (ES+) m/z: 390 (M+H)+. The reactants are CC1=NN(C=C1B1OC(C(O1)(C)C)(C)C)C(=O)OC(C)(C)C (tert-butyl 3-methyl-4-(4,4,5,5-tetramethyl-1,3,2-dioxaborolan-2-yl)-1H-pyrazole-1-carboxylate), C([O-])([O-])=O.[Na+].[Na+] (sodium carbonate), 1,1′-bis(diphenylphosphino) ferrocenepalladium (II) dichloride dichloromethane, BrC1=CC(=C(S1)C(=O)N)NCC(F)F (5-bromo-3-[(2,2-difluoroethyl)amino]thiophene -2-carboxamide), C1(CCCC1)=O (cyclopentanone), CC1(C2CCC1(C(=O)C2)CS(=O)(=O)O)C (CSA), [O-]S(=O)(=O)[O-].[Mg+2] (MgSO4), C(=O)(O)[O-].[Na+] (NaHCO3). The solvent is O (water), COCCOC (1,2-dimethoxyethane), CC(=O)N(C)C (DMA). Conditions: temperature 110 celsius, time 20 hour. Product: FC(CN1C2(NC(C3=C1C=C(S3)C=3C=NNC3C)=O)CCCC2)F (1′-(2,2-difluoroethyl)-6′-(5-methyl-1H-pyrazol-4-yl)-1′H-spiro[cyclopentane-1,2′-thieno[3,2-d]pyrimidin]-4′(3′H)-one). Yield: 16.0%. RXN SMILES: Br[C:2]1[S:6][C:5]([C:7]([NH2:9])=[O:8])=[C:4]([NH:10][CH2:11][CH:12]([F:14])[F:13])[CH:3]=1.[C:15]1(=O)[CH2:19][CH2:18][CH2:17][CH2:16]1.CC1(C)C2(CS(O)(=O)=O)C(CC1CC2)=O.[O-]S([O-])(=O)=O.[Mg+2].C([O-])(O)=O.[Na+].[CH3:47][C:48]1[C:52](B2OC(C)(C)C(C)(C)O2)=[CH:51][N:50](C(OC(C)(C)C)=O)[N:49]=1.C(=O)([O-])[O-].[Na+].[Na+]>O.COCCOC.CC(N(C)C)=O>[F:13][CH:12]([F:14])[CH2:11][N:10]1[C:4]2[CH:3]=[C:2]([C:52]3[CH:51]=[N:50][NH:49][C:48]=3[CH3:47])[S:6][C:5]=2[C:7](=[O:8])[NH:9][C:15]21[CH2:19][CH2:18][CH2:17][CH2:16]2 |f:3.4,5.6,8.9.10|. Procedure details: A mixture of 5-bromo-3-[(2,2-difluoroethyl)amino]thiophene -2-carboxamide (150 mg, 0.53 mmol), cyclopentanone (2.0 mL), CSA (12 mg, 0.053 mmol), MgSO4 (100 mg) and DMA (1 mL) was stirred at 110° C. for 20 h. The mixture was poured into saturated aqueous NaHCO3. The organic materials were extracted with EtOAc. The combined extracts were washed with water and brine, dried over Na2SO4 and filtered. After removal of the solvent at reduced pressure, the residue was purified by column chromatography (... Starting materials: C(C)(C)(C)OC(NCCN(C(=O)C1CCN(CC1)C1=NC=NC2=CC=CC=C12)CC1=CC=C(C=C1)Cl)=O ({2-[(4-Chlorobenzyl)-(1-quinazolin-4-yl-piperidine-4-carbonyl)-amino]-ethyl}-carbamic acid tert-butyl ester), Cl (HCl). Run in C(Cl)Cl (DCM), ClCCCl (DCE), CCOCC (Et2O). Reaction conditions: time 12 hour. Yields the product Cl.Cl.NCCN(C(=O)C1CCN(CC1)C1=NC=NC2=CC=CC=C12)CC1=CC=C(C=C1)Cl (1-quinazolin-4-yl-piperidine-4-carboxylic acid (2-amino-ethyl)-(4-chlorobenzyl)-amide dihydrochloride). RXN SMILES: C(OC(=O)[NH:7][CH2:8][CH2:9][N:10]([CH2:29][C:30]1[CH:35]=[CH:34][C:33]([Cl:36])=[CH:32][CH:31]=1)[C:11]([CH:13]1[CH2:18][CH2:17][N:16]([C:19]2[C:28]3[C:23](=[CH:24][CH:25]=[CH:26][CH:27]=3)[N:22]=[CH:21][N:20]=2)[CH2:15][CH2:14]1)=[O:12])(C)(C)C.[ClH:38]>C(Cl)Cl.CCOCC.ClCCCl>[ClH:36].[ClH:38].[NH2:7][CH2:8][CH2:9][N:10]([CH2:29][C:30]1[CH:35]=[CH:34][C:33]([Cl:36])=[CH:32][CH:31]=1)[C:11]([CH:13]1[CH2:14][CH2:15][N:16]([C:19]2[C:28]3[C:23](=[CH:24][CH:25]=[CH:26][CH:27]=3)[N:22]=[CH:21][N:20]=2)[CH2:17][CH2:18]1)=[O:12] |f:5.6.7|. Reported procedure: Step 5: 1 {2-[(4-Chlorobenzyl)-(1-quinazolin-4-yl-piperidine-4-carbonyl)-amino]-ethyl}-carbamic acid tert-butyl ester (190 mg, 0.36 mmol) was dissolved in DCM (5 mL) followed by the addition of 2.0 M HCl in Et2O (2 mL). After being stirred for 12 hours, the mixture was diluted with DCE and concentrated in vacuo. The resulting white solid was then suspended in MeCN and concentrated in vacuo (repeated twice) to give 1-quinazolin-4-yl-piperidine-4-carboxylic acid (2-amino-ethyl)-(4-chlorobenzyl)-am... Run in Cl (HCl), Cl (HCl), hexanes, hexanes. Reaction SMILES: [CH3:1][Al](C)C.[O:5]1[C@@H:9]([CH2:10][CH2:11][C:12]2[CH:17]=[CH:16][CH:15]=[CH:14][CH:13]=2)[C@@H:6]1[CH2:7][OH:8]>Cl>[OH:5][C@H:6]([C@H:9]([CH3:1])[CH2:10][CH2:11][C:12]1[CH:17]=[CH:16][CH:15]=[CH:14][CH:13]=1)[CH2:7][OH:8]. Reactants: solution, C[Al](C)C (Me3Al), hexanes, O1[C@@H](CO)[C@@H]1CCC1=CC=CC=C1 ((2S,3S)-2,3-Epoxy-5-phenyl-1-pentanol). Reaction conditions: temperature 0 celsius, time 35 minute. Procedure details: To a 5 L 3-neck round-bottom flask equipped with a mechanical stirrer, thermocouple and nitrogen inlet was added a mixture of hexanes (IL). The vessel was cooled to 0° C. A 2.0M solution of Me3Al in hexanes (800 mL, 1.6 mol) was added, followed by a solution of epoxide 16 (120 g, 0.677 mol) in hexanes (250 mL)/CH12C12 (50 mL), maintaining the temperature below 20° C. Upon complete addition, the cloudy reaction mixture was stirred at 5° C. for 35 min. Then a solution of 10% HCl (300 mL) was added... The product is O[C@@H](CO)[C@@H](CCC1=CC=CC=C1)C ((2R,3R)-2-Hydroxy-3-methyl-5-phenylpentan-1-ol).